Dataset: the Open Reaction Database (ORD), a public repository of structured organic reaction records. Task: describe an organic reaction: reactants, conditions, products, and yield Reactants: CC(=O)OCc1cccc2[nH]ccc12, CCOC(=O)C(C(O)COC)[N+](=O)[O-], Cc1ccccc1, CC(=O)O. The product is CCOC(=O)C(C(COC)c1c[nH]c2cccc(COC(C)=O)c12)[N+](=O)[O-]. Reaction SMILES: [C:1]([CH3:2])(=[O:3])[O:4][CH2:5][c:6]1[c:7]2[cH:8][cH:9][nH:10][c:11]2[cH:12][cH:13][cH:14]1.[CH2:15]([CH3:16])[O:17][C:18]([CH:19]([CH:20]([CH2:21][O:22][CH3:23])[OH:24])[N+:25](=[O:26])[O-:27])=[O:28].[CH3:29][c:30]1[cH:31][cH:32][cH:33][cH:34][cH:35]1.[CH3:36][C:37](=[O:38])[OH:39]>>[C:1]([CH3:2])(=[O:3])[O:4][CH2:5][c:6]1[c:7]2[c:8]([CH:20]([CH:19]([C:18]([O:17][CH2:15][CH3:16])=[O:28])[N+:25](=[O:26])[O-:27])[CH2:21][O:22][CH3:23])[cH:9][nH:10][c:11]2[cH:12][cH:13][cH:14]1. The reactants are C(=O)C1=C(OCCCCC(=O)O)C=CC(=C1O)C(=O)O (5-(2-Formyl-3-hydroxy-4-carboxyphenoxy)pentanoic acid), N1=CC=CC2=CC=CC=C12 (quinoline). Reagents/catalysts: [Cu] (copper). Product: C(=O)C1=C(OCCCCC(=O)O)C=CC=C1O (5-(2-formyl-3-hydroxyphenoxy)pentanoic acid). RXN SMILES: [CH:1]([C:3]1[C:16]([OH:17])=[C:15](C(O)=O)[CH:14]=[CH:13][C:4]=1[O:5][CH2:6][CH2:7][CH2:8][CH2:9][C:10]([OH:12])=[O:11])=[O:2].N1C2C(=CC=CC=2)C=CC=1>[Cu]>[CH:1]([C:3]1[C:16]([OH:17])=[CH:15][CH:14]=[CH:13][C:4]=1[O:5][CH2:6][CH2:7][CH2:8][CH2:9][C:10]([OH:12])=[O:11])=[O:2]. Procedure details: 5-(2-Formyl-3-hydroxy-4-carboxyphenoxy)pentanoic acid (Example 6) (0.2 g, 0.0007 M), copper (0.05 g) and quinoline (5 ml) were heated at 210° C. for 1/2 hour. The reaction mixture was cooled and filtered. Ether (20 ml) was added to the filtrate and the organic layer was washed with 2 N hydrochloric acid (3×20 ml), water (1×20 ml) and brine (1×20 ml), dried (magnesium sulphate) and the solvent removed in vacuo to give 5-(2-formyl-3-hydroxyphenoxy)pentanoic acid as a pale-yellow oil that solidifie... The reactants are O1CC1COC1=C(C=CC=C1)C (1,2-epoxy-3-(2-methylphenoxy)propane), Cl (hydrochloric acid), N1(C=NC=C1)C1=CC=C(C=C1)CN (4-(1H-imidazol-1-yl)-benzenemethanamine), C[Si](N[Si](C)(C)C)(C)C (hexamethyldisilazane), [OH-].[Na+] (sodium hydroxide). Solvent: CS(=O)C (DMSO), O (water), CS(=O)C (DMSO). Reaction conditions: time 30 minute. Product: Cl.Cl.N1(C=NC=C1)C1=CC=C(C=C1)CNCC(COC1=C(C=CC=C1)C)O (1-[[[4-(1H-Imidazol-1-yl)phenyl]methyl]amino]-3-(2-methylphenoxy)-2-propanol dihydrochloride). As a reaction SMILES: [N:1]1([C:6]2[CH:11]=[CH:10][C:9]([CH2:12][NH2:13])=[CH:8][CH:7]=2)[CH:5]=[CH:4][N:3]=[CH:2]1.C[Si](C)(C)N[Si](C)(C)C.[O:23]1[CH:25]([CH2:26][O:27][C:28]2[CH:33]=[CH:32][CH:31]=[CH:30][C:29]=2[CH3:34])[CH2:24]1.[ClH:35].[OH-].[Na+]>CS(C)=O.O>[ClH:35].[ClH:35].[N:1]1([C:6]2[CH:7]=[CH:8][C:9]([CH2:12][NH:13][CH2:24][CH:25]([OH:23])[CH2:26][O:27][C:28]3[CH:33]=[CH:32][CH:31]=[CH:30][C:29]=3[CH3:34])=[CH:10][CH:11]=2)[CH:5]=[CH:4][N:3]=[CH:2]1 |f:4.5,8.9.10|. Reported procedure: Dissolve 1.74 g (10.04 mmol) of 4-(1H-imidazol-1-yl)-benzenemethanamine in 20 mL of dry DMSO under nitrogen. Add 2.44 mL (11.55 mmol) of hexamethyldisilazane and stir at room temperature for 30 min. After this time, add a solution of 1.73 g (10.54 mmol) of 1,2-epoxy-3-(2-methylphenoxy)propane in 10 mL of DMSO and heat in an oil bath at 60° C. for 42 h. Follow the progress of the reaction by thin-layer chromatography on silica gel (acetonitrile: ammonia (aq), 90:10). At the completion of the reac...